From a dataset of the Open Reaction Database (ORD), a public repository of structured organic reaction records. describe an organic reaction: reactants, conditions, products, and yield Reactants: CCCC[SnH](CCCC)CCCC, C=CCOC(=O)Nc1cccc(-c2nc(C3(C)CCN(C(=O)OC(C)(C)C)CC3)sc2-c2ccnc(Cl)n2)c1F, ClCCl, O. Product: CC(C)(C)OC(=O)N1CCC(C)(c2nc(-c3cccc(N)c3F)c(-c3ccnc(Cl)n3)s2)CC1. Reaction SMILES: [CH2:41]([SnH:42]([CH2:43][CH2:44][CH2:45][CH3:46])[CH2:47][CH2:48][CH2:49][CH3:50])[CH2:51][CH2:52][CH3:53].[Cl:1][c:2]1[n:3][cH:4][cH:5][c:6](-[c:8]2[c:9](-[c:27]3[c:28]([F:40])[c:29]([NH:33][C:34]([O:35][CH2:36][CH:37]=[CH2:38])=[O:39])[cH:30][cH:31][cH:32]3)[n:10][c:11]([C:13]3([CH3:26])[CH2:14][CH2:15][N:16]([C:19](=[O:20])[O:21][C:22]([CH3:23])([CH3:24])[CH3:25])[CH2:17][CH2:18]3)[s:12]2)[n:7]1.[Cl:55][CH2:56][Cl:57].[OH2:54]>>[Cl:1][c:2]1[n:3][cH:4][cH:5][c:6](-[c:8]2[c:9](-[c:27]3[c:28]([F:40])[c:29]([NH2:33])[cH:30][cH:31][cH:32]3)[n:10][c:11]([C:13]3([CH3:26])[CH2:14][CH2:15][N:16]([C:19](=[O:20])[O:21][C:22]([CH3:23])([CH3:24])[CH3:25])[CH2:17][CH2:18]3)[s:12]2)[n:7]1. The reactants are O=C([O-])[O-], CO, COC(=O)c1ccnc(Cl)c1, ClCCl, [K+], [K+], O, OB(O)c1ccccc1, Cl[Pd]Cl. Product: COC(=O)c1ccnc(-c2ccccc2)c1. Reaction SMILES: [C:21](=[O:22])([O-:23])[O-:24].[CH3:27][OH:28].[Cl:1][c:2]1[cH:3][c:4]([C:5](=[O:6])[O:7][CH3:8])[cH:9][cH:10][n:11]1.[Cl:33][CH2:34][Cl:35].[K+:25].[K+:26].[OH2:32].[OH:12][B:13]([OH:14])[c:15]1[cH:16][cH:17][cH:18][cH:19][cH:20]1.[Pd:29]([Cl:30])[Cl:31]>>[c:2]1(-[c:15]2[cH:16][cH:17][cH:18][cH:19][cH:20]2)[cH:3][c:4]([C:5](=[O:6])[O:7][CH3:8])[cH:9][cH:10][n:11]1. Reactants: FC(C1=NN=C2N1C=C(C=C2)B(O)O)(F)F (3-(trifluoromethyl)-[1,2,4]triazolo[4,3-a]pyridin-6-ylboronic acid), BrC1=CC(=C(C=C1)OC(F)(F)F)F (4-bromo-2-fluoro-1-(trifluoromethoxy)benzene), C(=O)([O-])[O-].[Na+].[Na+] (Na2CO3). Reagents/catalysts: C=1C=CC(=CC1)[P](C=2C=CC=CC2)(C=3C=CC=CC3)[Pd]([P](C=4C=CC=CC4)(C=5C=CC=CC5)C=6C=CC=CC6)([P](C=7C=CC=CC7)(C=8C=CC=CC8)C=9C=CC=CC9)[P](C=1C=CC=CC1)(C=1C=CC=CC1)C=1C=CC=CC1 (Pd(PPh3)4). The solvent is CN(C)C=O (DMF). Run at temperature 110 celsius. The product is FC=1C=C(C=CC1OC(F)(F)F)C=1C=CC=2N(C1)C(=NN2)C(F)(F)F (6-(3-fluoro-4-(trifluoromethoxy)phenyl)-3-(trifluoromethyl)-[1,2,4]triazolo[4,3-a]pyridine). Reaction SMILES: [F:1][C:2]([F:16])([F:15])[C:3]1[N:7]2[CH:8]=[C:9](B(O)O)[CH:10]=[CH:11][C:6]2=[N:5][N:4]=1.Br[C:18]1[CH:23]=[CH:22][C:21]([O:24][C:25]([F:28])([F:27])[F:26])=[C:20]([F:29])[CH:19]=1.C([O-])([O-])=O.[Na+].[Na+]>C1C=CC([P]([Pd]([P](C2C=CC=CC=2)(C2C=CC=CC=2)C2C=CC=CC=2)([P](C2C=CC=CC=2)(C2C=CC=CC=2)C2C=CC=CC=2)[P](C2C=CC=CC=2)(C2C=CC=CC=2)C2C=CC=CC=2)(C2C=CC=CC=2)C2C=CC=CC=2)=CC=1.CN(C=O)C>[F:29][C:20]1[CH:19]=[C:18]([C:9]2[CH:10]=[CH:11][C:6]3[N:7]([C:3]([C:2]([F:16])([F:15])[F:1])=[N:4][N:5]=3)[CH:8]=2)[CH:23]=[CH:22][C:21]=1[O:24][C:25]([F:26])([F:27])[F:28] |f:2.3.4,^1:39,41,60,79|. Reported procedure: 3-(trifluoromethyl)-[1,2,4]triazolo[4,3-a]pyridin-6-ylboronic acid (56.2 mg, 0.217 mmol), 4-bromo-2-fluoro-1-(trifluoromethoxy)benzene (50.0 mg, 0.217 mmol, 1.0 equiv.) and Pd(PPh3)4 (12.6 mg, 0.0109 mmol, 0.05 equiv.) was placed in a 50 mL round bottomed flask under a nitrogen atmosphere. To the flask were added 2M-Na2CO3 (1.0 mL, 2.0 mmol) and DMF (4 mL) subsequently at ambient temperature. The mixture was heated at 110° C. for 1 hours. The mixture was filtered through Celite (3 g) and the Cel... Starting materials: C=CC(=O)OC, O=C([O-])[O-], [Cs+], [Cs+], C1COCCO1, Nc1ncc(I)c(-c2ccco2)n1. The product is COC(=O)C=Cc1cnc(N)nc1-c1ccco1. Reaction SMILES: [C:14]([CH:15]=[CH2:16])(=[O:17])[O:18][CH3:19].[C:20](=[O:21])([O-:22])[O-:23].[Cs+:24].[Cs+:25].[O:26]1[CH2:27][CH2:28][O:29][CH2:30][CH2:31]1.[o:1]1[c:2](-[c:6]2[n:7][c:8]([NH2:13])[n:9][cH:10][c:11]2[I:12])[cH:3][cH:4][cH:5]1>>[o:1]1[c:2](-[c:6]2[n:7][c:8]([NH2:13])[n:9][cH:10][c:11]2[CH:16]=[CH:15][C:14](=[O:17])[O:18][CH3:19])[cH:3][cH:4][cH:5]1.